Dataset: the Open Reaction Database (ORD), a public repository of structured organic reaction records. Task: describe an organic reaction: reactants, conditions, products, and yield Starting materials: ClCCCN1S(NC2=C(C1)C=CC=C2)(=O)=O (3-(3-chloropropyl)-3,4-dihydro-1H-2,1,3-benzothiadiazine 2,2-dioxide), FC1=CC=C(C=C1)B(O)O (p-fluorophenylboronic acid). Yields the product ClCCCN1S(N(C2=C(C1)C=CC=C2)C2=CC=C(C=C2)F)(=O)=O (3-(3-chloropropyl)-1-(4-fluorophenyl)-3,4-dihydro-1H-2,1,3-benzothiadiazine 2,2-dioxide). As a reaction SMILES: [Cl:1][CH2:2][CH2:3][CH2:4][N:5]1[CH2:10][C:9]2[CH:11]=[CH:12][CH:13]=[CH:14][C:8]=2[NH:7][S:6]1(=[O:16])=[O:15].[F:17][C:18]1[CH:23]=[CH:22][C:21](B(O)O)=[CH:20][CH:19]=1>>[Cl:1][CH2:2][CH2:3][CH2:4][N:5]1[CH2:10][C:9]2[CH:11]=[CH:12][CH:13]=[CH:14][C:8]=2[N:7]([C:21]2[CH:22]=[CH:23][C:18]([F:17])=[CH:19][CH:20]=2)[S:6]1(=[O:16])=[O:15]. Procedure: In an analogous manner to Example 1 step 7, 3-(3-chloropropyl)-3,4-dihydro-1H-2,1,3-benzothiadiazine 2,2-dioxide (417 mg) was coupled to p-fluorophenylboronic acid to provide 3-(3-chloropropyl)-1-(4-fluorophenyl)-3,4-dihydro-1H-2,1,3-benzothiadiazine 2,2-dioxide (67 mg): The reactants are O=C(OOC(=O)c1ccccc1)c1ccccc1, Cc1ccc(-c2nc(Cl)c(C#N)cc2-c2ccccc2)cc1, O=C1CCC(=O)N1Br. Yields the product N#Cc1cc(-c2ccccc2)c(-c2ccc(CBr)cc2)nc1Cl. Reaction SMILES: [C:31]([O:32][O:33][C:34](=[O:35])[c:36]1[cH:37][cH:38][cH:39][cH:40][cH:41]1)(=[O:42])[c:43]1[cH:44][cH:45][cH:46][cH:47][cH:48]1.[Cl:1][c:2]1[c:3]([C:4]#[N:5])[cH:6][c:7](-[c:17]2[cH:18][cH:19][cH:20][cH:21][cH:22]2)[c:8](-[c:10]2[cH:11][cH:12][c:13]([CH3:16])[cH:14][cH:15]2)[n:9]1.[O:23]=[C:24]1[N:25]([Br:30])[C:26](=[O:27])[CH2:28][CH2:29]1>>[Cl:1][c:2]1[c:3]([C:4]#[N:5])[cH:6][c:7](-[c:17]2[cH:18][cH:19][cH:20][cH:21][cH:22]2)[c:8](-[c:10]2[cH:11][cH:12][c:13]([CH2:16][Br:30])[cH:14][cH:15]2)[n:9]1. The reactants are O=C([O-])[O-], CN1C(=O)C2(CC2)CN(C2CCCC2)c2nc(Cl)ncc21, ClCCl, [Cs+], [Cs+], CN(C)CCNC(=O)c1ccc(N)c(Cl)c1, C1COCCO1. Product: CN(C)CCNC(=O)c1ccc(Nc2ncc3c(n2)N(C2CCCC2)CC2(CC2)C(=O)N3C)c(Cl)c1. Reaction SMILES: [C:38](=[O:39])([O-:40])[O-:41].[Cl:1][c:2]1[n:3][cH:4][c:5]2[c:13]([n:14]1)[N:12]([CH:15]1[CH2:16][CH2:17][CH2:18][CH2:19]1)[CH2:11][C:8]1([C:7](=[O:20])[N:6]2[CH3:21])[CH2:9][CH2:10]1.[Cl:50][CH2:51][Cl:52].[Cs+:42].[Cs+:43].[NH2:22][c:23]1[c:24]([Cl:37])[cH:25][c:26]([C:27](=[O:28])[NH:29][CH2:30][CH2:31][N:32]([CH3:33])[CH3:34])[cH:35][cH:36]1.[O:44]1[CH2:45][CH2:46][O:47][CH2:48][CH2:49]1>>[c:2]1([NH:22][c:23]2[c:24]([Cl:37])[cH:25][c:26]([C:27](=[O:28])[NH:29][CH2:30][CH2:31][N:32]([CH3:33])[CH3:34])[cH:35][cH:36]2)[n:3][cH:4][c:5]2[c:13]([n:14]1)[N:12]([CH:15]1[CH2:16][CH2:17][CH2:18][CH2:19]1)[CH2:11][C:8]1([C:7](=[O:20])[N:6]2[CH3:21])[CH2:9][CH2:10]1.